Dataset: the Open Reaction Database (ORD), a public repository of structured organic reaction records. Task: describe an organic reaction: reactants, conditions, products, and yield Starting materials: N1=NC=C(C=C1)NC(OC1=CC=CC=C1)=O (phenyl N-(4-pyridazinyl)carbamate), C1(CCCC1)NC (N-cyclopentyl-N-methyl amine). The solvent is O1CCCC1 (tetrahydrofuran). Yields the product N1=NC=C(C=C1)NC(=O)N(C)C1CCCC1 (N-(4-pyridazinyl)-N'-cyclopentyl-N'-methylurea). Reaction SMILES: [N:1]1[CH:6]=[CH:5][C:4]([NH:7][C:8](=[O:16])OC2C=CC=CC=2)=[CH:3][N:2]=1.[CH:17]1([NH:22][CH3:23])[CH2:21][CH2:20][CH2:19][CH2:18]1>O1CCCC1>[N:1]1[CH:6]=[CH:5][C:4]([NH:7][C:8]([N:22]([CH:17]2[CH2:21][CH2:20][CH2:19][CH2:18]2)[CH3:23])=[O:16])=[CH:3][N:2]=1. Reported procedure: A stirred solution of 2.0 grams of phenyl N-(4-pyridazinyl)carbamate (prepared as in Example 2, Step A) and 0.9 gram of N-cyclopentyl-N-methyl amine in tetrahydrofuran is heated under reflux for 18 hours. The reaction mixture is filtered and the filtrate concentrated under reduced pressure to a residue. The residue is purified by column chromatography on silica gel to yield N-(4-pyridazinyl)-N'-cyclopentyl-N'-methylurea. Starting materials: [C-]#N.[Na+] (Sodium cyanide), COC([C@H]1N(C[C@H](C1)OS(=O)(=O)C1=CC=C(C=C1)C)C(=O)OC(C)(C)C)=O (N-tert-butoxycarbonyl-cis-4-p-toluenesulfonyloxy-L-proline methyl ester), Compound D101, O (water). Solvent: CN(C=O)C (N,N-dimethylformamide). Run at temperature 65 celsius, time 16 hour. Product: COC([C@H]1N(C[C@@H](C1)C#N)C(=O)OC(C)(C)C)=O (N-tert-Butoxycarbonyl-trans-4-Cyano-L-Proline Methyl Ester). Isolated yield 30.9%. As a reaction SMILES: [C-:1]#[N:2].[Na+].[CH3:4][O:5][C:6](=[O:30])[C@@H:7]1[CH2:11][C@H:10](OS(C2C=CC(C)=CC=2)(=O)=O)[CH2:9][N:8]1[C:23]([O:25][C:26]([CH3:29])([CH3:28])[CH3:27])=[O:24].O>CN(C)C=O>[CH3:4][O:5][C:6](=[O:30])[C@@H:7]1[CH2:11][C@@H:10]([C:1]#[N:2])[CH2:9][N:8]1[C:23]([O:25][C:26]([CH3:27])([CH3:28])[CH3:29])=[O:24] |f:0.1|. Procedure: Sodium cyanide (245 mg) was added to a stirred solution of N-tert-butoxycarbonyl-cis-4-p-toluenesulfonyloxy-L-proline methyl ester (Compound D101 (K), 1.00 g) in N,N-dimethylformamide (10 mL)-water (22 mL). After stirring at 65° C. for 16 hr, the solvents were removed in vacuo. The residue was diluted with ethyl acetate, and washed with water and brine. The organic layer was dried over anhydrous sodium sulfate and evaporated in vacuo. The residue was purified by silica gel column chromatography ...